The task is: describe an organic reaction: reactants, conditions, products, and yield. This data is from the Open Reaction Database (ORD), a public repository of structured organic reaction records. The reactants are BrCCCCBr, C1CCOC1, CCOC(=O)C(C)c1ccc(C)cc1, CC(C)[N-]C(C)C, CN1CCCN(C)C1=O, [Cl-], [Li+], [NH4+]. The product is CCOC(=O)C(C)(CCCCBr)c1ccc(C)cc1. RXN SMILES: [Br:23][CH2:24][CH2:25][CH2:26][CH2:27][Br:28].[CH2:31]1[O:32][CH2:33][CH2:34][CH2:35]1.[CH2:9]([CH3:10])[O:11][C:12]([CH:13]([CH3:14])[c:15]1[cH:16][cH:17][c:18]([CH3:21])[cH:19][cH:20]1)=[O:22].[CH3:2][CH:3]([N-:4][CH:5]([CH3:6])[CH3:7])[CH3:8].[CH3:36][N:37]1[CH2:38][CH2:39][CH2:40][N:41]([CH3:42])[C:43]1=[O:44].[Cl-:29].[Li+:1].[NH4+:30]>>[CH2:9]([CH3:10])[O:11][C:12]([C:13]([CH3:14])([c:15]1[cH:16][cH:17][c:18]([CH3:21])[cH:19][cH:20]1)[CH2:27][CH2:26][CH2:25][CH2:24][Br:23])=[O:22].